From a dataset of the Open Reaction Database (ORD), a public repository of structured organic reaction records. describe an organic reaction: reactants, conditions, products, and yield The reactants are CO, O=S(=O)(OCC(F)(F)F)C(F)(F)F, [H-], C1CCC2NCCNC2C1, [Na+], CN(C)C=O. Yields the product FC(F)(F)CN1CCNC2CCCCC21. RXN SMILES: [CH3:31][OH:32].[F:13][C:14]([CH2:15][O:16][S:17]([C:18]([F:19])([F:20])[F:21])(=[O:22])=[O:23])([F:24])[F:25].[H-:11].[NH:1]1[CH2:2][CH2:3][NH:4][CH:5]2[CH2:6][CH2:7][CH2:8][CH2:9][CH:10]12.[Na+:12].[O:26]=[CH:27][N:28]([CH3:29])[CH3:30]>>[N:1]1([CH2:15][C:14]([F:13])([F:24])[F:25])[CH2:2][CH2:3][NH:4][CH:5]2[CH2:6][CH2:7][CH2:8][CH2:9][CH:10]12. Yields the product C(C)OC1=C(C=C(C(=O)OC)C=C1)C=O (methyl 4-ethoxy-3-formylbenzoate). Procedure details: A suspension of methyl 3-formyl-4-hydroxy-benzoate (3.0 g, 16.7 mmol), bromoethane (2.7 g, 1.85 mL, 24.9 mmol) and powdered K2CO3 (6.9 g, 49.9 mmol) in DMF (15 mL) was heated at 40° C. for 16 hours. After 16 hours, a further aliquot of bromoethane (1 mL) was added and the reaction mixture was heated for a further 2 hours. The reaction mixture was diluted with DCM (50 mL), filtered and concentrated in vacuo to give a yellow solid, which was diluted with ether (200 mL), washed sequentially with wa... The yield is 101.2%. Starting materials: BrCC (bromoethane), C(=O)C=1C=C(C(=O)OC)C=CC1O (methyl 3-formyl-4-hydroxy-benzoate), BrCC (bromoethane), C(=O)([O-])[O-].[K+].[K+] (K2CO3). Reaction conditions: temperature 40 celsius, time 16 hour. RXN SMILES: [CH:1]([C:3]1[CH:4]=[C:5]([CH:10]=[CH:11][C:12]=1[OH:13])[C:6]([O:8][CH3:9])=[O:7])=[O:2].Br[CH2:15][CH3:16].C([O-])([O-])=O.[K+].[K+]>CN(C=O)C.C(Cl)Cl.CCOCC>[CH2:15]([O:13][C:12]1[CH:11]=[CH:10][C:5]([C:6]([O:8][CH3:9])=[O:7])=[CH:4][C:3]=1[CH:1]=[O:2])[CH3:16] |f:2.3.4|. Solvent: CN(C)C=O (DMF), CCOCC (ether), C(Cl)Cl (DCM).